This data is from the Open Reaction Database (ORD), a public repository of structured organic reaction records. The task is: describe an organic reaction: reactants, conditions, products, and yield Procedure: The compound (76.9 mg) obtained in Example 102-4 was dissolved in anhydrous methanol (3.0 ml). Then, the solution was added with propionaldehyde (0.039 ml) and sodium cyanoborohydride (45.2 mg) and adjusted to pH 5 with acetic acid, followed by stirring at room temperature for 16.5 hours. After the reaction, the solvent was distilled off. Subsequently, the residue was added with a 1 mol/l sodium hydroxide aqueous solution (2.0 ml), followed by extraction with chloroform. The extract was dried wi... Product: C(CC)N(CCCCNS(=O)(=O)C1=CC=C(C=C1)CN(CC=1N(C=CN1)C)CC=1NC=CN1)CCC (N-(4-dipropylamino-butyl)-4-{[(1H-imidazol-2-ylmethyl)-(1-methyl-1H-imidazol-2-ylmethyl)-amino]-methyl}-benzenesulfonamide). As a reaction SMILES: [NH2:1][CH2:2][CH2:3][CH2:4][CH2:5][NH:6][S:7]([C:10]1[CH:15]=[CH:14][C:13]([CH2:16][N:17]([CH2:25][C:26]2[NH:27][CH:28]=[CH:29][N:30]=2)[CH2:18][C:19]2[N:20]([CH3:24])[CH:21]=[CH:22][N:23]=2)=[CH:12][CH:11]=1)(=[O:9])=[O:8].[CH:31](=O)[CH2:32][CH3:33].[C:35]([BH3-])#N.[Na+].[C:39](O)(=O)[CH3:40]>CO>[CH2:31]([N:1]([CH2:35][CH2:39][CH3:40])[CH2:2][CH2:3][CH2:4][CH2:5][NH:6][S:7]([C:10]1[CH:15]=[CH:14][C:13]([CH2:16][N:17]([CH2:25][C:26]2[NH:30][CH:29]=[CH:28][N:27]=2)[CH2:18][C:19]2[N:20]([CH3:24])[CH:21]=[CH:22][N:23]=2)=[CH:12][CH:11]=1)(=[O:8])=[O:9])[CH2:32][CH3:33] |f:2.3|. Conditions: time 16.5 hour. The reactants are C(C)(=O)O (acetic acid), C(CC)=O (propionaldehyde), C(#N)[BH3-].[Na+] (sodium cyanoborohydride), NCCCCNS(=O)(=O)C1=CC=C(C=C1)CN(CC=1N(C=CN1)C)CC=1NC=CN1 (N-(4-amino-butyl)-4-{[(1H-imidazol-2-ylmethyl)-(1-methyl-1H-imidazol-2-ylmethyl)-amino]-methyl}-benzenesulfonamide). The solvent is CO (methanol). The reactants are FC1=CC=C(C=C1)C1=NOC(=C1COC1=NC=C(C(=O)O)C=C1)CO (6-[3-(4-fluoro-phenyl)-5-hydroxymethyl-isoxazol-4-ylmethoxy]-nicotinic acid), O.ON1N=NC2=C1C=CC=C2 (1-hydroxybenzotriazole hydrate), C(C)N(C(C)C)C(C)C (N-ethyldiisopropylamine), Cl.CN(CCCN=C=NCC)C (N-(3-dimethylaminopropyl)-N′-ethylcarbodiimide hydrochloride), CN1N=CC(=C1)N (1-methyl-1H-pyrazol-4-ylamine). Solvent: C1CCOC1 (THF), CCCCCCC (heptane), C(C)(=O)OCC (ethyl acetate). Conditions: time 8 hour. Product: FC1=CC=C(C=C1)C1=NOC(=C1COC1=NC=C(C(=O)NC=2C=NN(C2)C)C=C1)CO (6-[3-(4-Fluoro-phenyl)-5-hydroxymethyl-isoxazol-4-ylmethoxy]-N-(1-methyl-1H-pyrazol-4-yl)-nicotinamide). Isolated yield 57.0%. As a reaction SMILES: [F:1][C:2]1[CH:7]=[CH:6][C:5]([C:8]2[C:12]([CH2:13][O:14][C:15]3[CH:23]=[CH:22][C:18]([C:19](O)=[O:20])=[CH:17][N:16]=3)=[C:11]([CH2:24][OH:25])[O:10][N:9]=2)=[CH:4][CH:3]=1.O.ON1C2C=CC=CC=2N=N1.C(N(C(C)C)C(C)C)C.Cl.CN(C)CCCN=C=NCC.[CH3:58][N:59]1[CH:63]=[C:62]([NH2:64])[CH:61]=[N:60]1>C1COCC1.CCCCCCC.C(OCC)(=O)C>[F:1][C:2]1[CH:3]=[CH:4][C:5]([C:8]2[C:12]([CH2:13][O:14][C:15]3[CH:23]=[CH:22][C:18]([C:19]([NH:64][C:62]4[CH:61]=[N:60][N:59]([CH3:58])[CH:63]=4)=[O:20])=[CH:17][N:16]=3)=[C:11]([CH2:24][OH:25])[O:10][N:9]=2)=[CH:6][CH:7]=1 |f:1.2,4.5|. Procedure: To a solution of 6-[3-(4-fluoro-phenyl)-5-hydroxymethyl-isoxazol-4-ylmethoxy]-nicotinic acid (100 mg, 0.29 mmol) in THF (3 mL) were added 1-hydroxybenzotriazole hydrate (45.3 mg, 0.29 mmol), N-ethyldiisopropylamine (127 μL, 0.73 mmol), N-(3-dimethylaminopropyl)-N′-ethylcarbodiimide hydrochloride (56.7 mg, 0.29 mmol) and 1-methyl-1H-pyrazol-4-ylamine (28.2 mg, 0.29 mmol). The reaction mixture was stirred overnight at room temperature. Chromatography (silica, ethyl acetate:heptane=2:1 to 9:1) affo...